From a dataset of the Open Reaction Database (ORD), a public repository of structured organic reaction records. describe an organic reaction: reactants, conditions, products, and yield Reactants: CC(=O)O, C=O, CO, COc1cc(F)c(C(C)C)cc1-c1cc2c(cc1CN1C(=O)OC(c3cc(C(F)(F)F)cc(C(F)(F)F)c3)C1C)CNC2. The product is COc1cc(F)c(C(C)C)cc1-c1cc2c(cc1CN1C(=O)OC(c3cc(C(F)(F)F)cc(C(F)(F)F)c3)C1C)CN(C)C2. As a reaction SMILES: [C:44]([OH:45])(=[O:46])[CH3:47].[CH2:48]=[O:49].[CH3:50][OH:51].[F:1][C:2]([c:3]1[cH:4][c:5]([CH:13]2[CH:14]([CH3:41])[N:15]([CH2:19][c:20]3[cH:21][c:22]4[c:26]([cH:27][c:28]3-[c:29]3[c:30]([O:39][CH3:40])[cH:31][c:32]([F:38])[c:33]([CH:35]([CH3:36])[CH3:37])[cH:34]3)[CH2:25][NH:24][CH2:23]4)[C:16](=[O:18])[O:17]2)[cH:6][c:7]([C:9]([F:10])([F:11])[F:12])[cH:8]1)([F:42])[F:43]>>[F:1][C:2]([c:3]1[cH:4][c:5]([CH:13]2[CH:14]([CH3:41])[N:15]([CH2:19][c:20]3[cH:21][c:22]4[c:26]([cH:27][c:28]3-[c:29]3[c:30]([O:39][CH3:40])[cH:31][c:32]([F:38])[c:33]([CH:35]([CH3:36])[CH3:37])[cH:34]3)[CH2:25][N:24]([CH3:44])[CH2:23]4)[C:16](=[O:18])[O:17]2)[cH:6][c:7]([C:9]([F:10])([F:11])[F:12])[cH:8]1)([F:42])[F:43]. Starting materials: OC1=C(C#N)C=CC(=C1)OCC1=CSC=C1 (2-Hydroxy-4-(3-thienylmethoxy)benzonitrile), [H-].[Na+] (sodium hydride), ClC(CCC(=O)OCC)C1=C(C=CC=C1F)Cl (ethyl (RS)-4-chloro-4-(2-chloro-6-fluorophenyl)butanoate). Run in CN(C)C=O (DMF). Reaction conditions: time 30 minute. Product: ClC1=C(C(=CC=C1)F)C(CCC(=O)OCC)OC1=C(C=CC(=C1)OCC1=CSC=C1)C#N (ethyl (RS)-4-(2-chloro-6-fluorophenyl)-4-(2-cyano-5-(3-thienylmethoxy)phenoxy)butanoate). The yield is 35.1%. As a reaction SMILES: [OH:1][C:2]1[CH:9]=[C:8]([O:10][CH2:11][C:12]2[CH:16]=[CH:15][S:14][CH:13]=2)[CH:7]=[CH:6][C:3]=1[C:4]#[N:5].[H-].[Na+].Cl[CH:20]([C:28]1[C:33]([F:34])=[CH:32][CH:31]=[CH:30][C:29]=1[Cl:35])[CH2:21][CH2:22][C:23]([O:25][CH2:26][CH3:27])=[O:24]>CN(C=O)C>[Cl:35][C:29]1[CH:30]=[CH:31][CH:32]=[C:33]([F:34])[C:28]=1[CH:20]([O:1][C:2]1[CH:9]=[C:8]([O:10][CH2:11][C:12]2[CH:16]=[CH:15][S:14][CH:13]=2)[CH:7]=[CH:6][C:3]=1[C:4]#[N:5])[CH2:21][CH2:22][C:23]([O:25][CH2:26][CH3:27])=[O:24] |f:1.2|. Reported procedure: 2-Hydroxy-4-(3-thienylmethoxy)benzonitrile (0.5 g) is added portionwise to a stirred suspension of sodium hydride (90 mg, 60% dispersion in mineral oil) in dry DMF (100 mL). After stirring at ambient temperature for 30 minutes, ethyl (RS)-4-chloro-4-(2-chloro-6-fluorophenyl)butanoate (0.62 g) is added in one portion and the reaction stirred for 48 hours at 90° C. The reaction mixture is concentrated in vacuo and the residue partitioned between ethyl acetate (100 mL) and water (100 mL). The organ... Starting materials: CCOC(=O)C1CN(Cc2ccccc2)CC1=O, CCO, Cl, NO, [Na+], [Na+], O=C([O-])[O-], O. Product: CCOC(=O)C1CN(Cc2ccccc2)CC1=NO. As a reaction SMILES: [CH2:1]([c:2]1[cH:3][cH:4][cH:5][cH:6][cH:7]1)[N:8]1[CH2:9][CH:10]([C:14](=[O:15])[O:16][CH2:17][CH3:18])[C:11](=[O:13])[CH2:12]1.[CH3:28][CH2:29][OH:30].[ClH:19].[NH2:20][OH:21].[Na+:22].[Na+:23].[O-:24][C:25](=[O:26])[O-:27].[OH2:31]>>[CH2:1]([c:2]1[cH:3][cH:4][cH:5][cH:6][cH:7]1)[N:8]1[CH2:9][CH:10]([C:14](=[O:15])[O:16][CH2:17][CH3:18])[C:11](=[N:20][OH:21])[CH2:12]1. Starting materials: BrC1=CC(N(C=C1)C[C@@H](CN1CC2=CC=CC=C2CC1)O)=O ((R)-4-bromo-1-(3-(3,4-dihydroisoquinolin-2(1H)-yl)-2-hydroxypropyl)pyridin-2(1H)-one), NC1=CC=CC=C1 (aniline), CC1(C2=C(C(=CC=C2)P(C3=CC=CC=C3)C4=CC=CC=C4)OC5=C(C=CC=C51)P(C6=CC=CC=C6)C7=CC=CC=C7)C (xantphos), CC(C)(C)[O-].[K+] (t-BuOK). The reagents and catalysts are C=1C=CC(=CC1)/C=C/C(=O)/C=C/C2=CC=CC=C2.C=1C=CC(=CC1)/C=C/C(=O)/C=C/C2=CC=CC=C2.C=1C=CC(=CC1)/C=C/C(=O)/C=C/C2=CC=CC=C2.[Pd].[Pd] (Pd2(dba)3). Solvent: C1(=CC=CC=C1)C (toluene). Reaction conditions: temperature 140 celsius. Yields the product C1N(CCC2=CC=CC=C12)C[C@H](CN1C(C=C(C=C1)NC1=CC=CC=C1)=O)O ((R)-1-(3-(3,4-dihydroisoquinolin-2(1H)-yl)-2-hydroxypropyl)-4-(phenylamino)pyridin-2(1H)-one). The yield is 8.7%. RXN SMILES: Br[C:2]1[CH:7]=[CH:6][N:5]([CH2:8][C@H:9]([OH:21])[CH2:10][N:11]2[CH2:20][CH2:19][C:18]3[C:13](=[CH:14][CH:15]=[CH:16][CH:17]=3)[CH2:12]2)[C:4](=[O:22])[CH:3]=1.[NH2:23][C:24]1[CH:29]=[CH:28][CH:27]=[CH:26][CH:25]=1.CC1(C)C2C(=C(P(C3C=CC=CC=3)C3C=CC=CC=3)C=CC=2)OC2C(P(C3C=CC=CC=3)C3C=CC=CC=3)=CC=CC1=2.CC([O-])(C)C.[K+]>C1(C)C=CC=CC=1.C1C=CC(/C=C/C(/C=C/C2C=CC=CC=2)=O)=CC=1.C1C=CC(/C=C/C(/C=C/C2C=CC=CC=2)=O)=CC=1.C1C=CC(/C=C/C(/C=C/C2C=CC=CC=2)=O)=CC=1.[Pd].[Pd]>[CH2:12]1[C:13]2[C:18](=[CH:17][CH:16]=[CH:15][CH:14]=2)[CH2:19][CH2:20][N:11]1[CH2:10][C@@H:9]([OH:21])[CH2:8][N:5]1[CH:6]=[CH:7][C:2]([NH:23][C:24]2[CH:29]=[CH:28][CH:27]=[CH:26][CH:25]=2)=[CH:3][C:4]1=[O:22] |f:3.4,6.7.8.9.10|. Reported procedure: To a solution of (R)-4-bromo-1-(3-(3,4-dihydroisoquinolin-2(1H)-yl)-2-hydroxypropyl)pyridin-2(1H)-one (200 mg, 0.551 mmol) in anhydrous toluene (5 mL) was added aniline (51 mg, 0.551 mmol), xantphos (20 mg), Pd2(dba)3 (20 mg) and t-BuOK (123 mg, 1.102 mmol). The mixture was heated under microwave conditions at 140° C. for 1 h, filtered and concentrated. The crude product was purified by preparative HPLC purification. (18 mg, yield 8.7%) MS (ESI+) e/z: 376.1 [M+1]+. 1H NMR (MeOD, 400 MHz), δ ppm:... Reactants: NC1CC1, [Cl-], CC(C)N(C)c1cc2c(cc1Cl)NC(=O)CC(c1cccc(-n3nncc3CO)c1)=N2, ClCCl, CN(C)C=O, O=S(Cl)Cl. Yields the product CC(C)N(C)c1cc2c(cc1Cl)NC(=O)CC(c1cccc(-n3nncc3CNC3CC3)c1)=N2. As a reaction SMILES: [CH:37]1([NH2:40])[CH2:38][CH2:39]1.[Cl-:36].[Cl:1][c:2]1[c:3]([N:27]([CH3:28])[CH:29]([CH3:30])[CH3:31])[cH:4][c:5]2[c:6]([cH:26]1)[NH:7][C:8](=[O:25])[CH2:9][C:10]([c:12]1[cH:13][c:14](-[n:18]3[n:19][n:20][cH:21][c:22]3[CH2:23][OH:24])[cH:15][cH:16][cH:17]1)=[N:11]2.[Cl:41][CH2:42][Cl:43].[O:44]=[CH:45][N:46]([CH3:47])[CH3:48].[S:32]([Cl:33])([Cl:34])=[O:35]>>[Cl:1][c:2]1[c:3]([N:27]([CH3:28])[CH:29]([CH3:30])[CH3:31])[cH:4][c:5]2[c:6]([cH:26]1)[NH:7][C:8](=[O:25])[CH2:9][C:10]([c:12]1[cH:13][c:14](-[n:18]3[n:19][n:20][cH:21][c:22]3[CH2:23][NH:40][CH:37]3[CH2:38][CH2:39]3)[cH:15][cH:16][cH:17]1)=[N:11]2. Reactants: C(C1=CC=CC=C1)N1N=C2C=C(C=CC2=C1)C=1C=C(N2N=CN=C(C21)N)C2CNCCO2 (5-(2-benzyl-2H-indazol-6-yl)-7-morpholin-2-ylpyrrolo[2,1-f][1,2,4]triazin-4-amine), ClCC(=O)N(C)C (2-chloro-N,N-dimethylacetamide), C([O-])([O-])=O.[K+].[K+] (potassium carbonate), [I-].[K+] (potassium iodide). Run in CN(C)C=O (DMF). Conditions: temperature 60 celsius, time 18 hour. Yields the product NC1=NC=NN2C1=C(C=C2C2CN(CCO2)CC(=O)N(C)C)C=2C=CC1=CN(N=C1C2)CC2=CC=CC=C2 (2-{2-[4-amino-5-(2-benzyl-2H-indazol-6-yl)pyrrolo[2,1-f][1,2,4]triazin-7-yl]morpholin-4-yl}-N,N-dimethylacetamide). The yield is 117.3%. RXN SMILES: [CH2:1]([N:8]1[CH:16]=[C:15]2[C:10]([CH:11]=[C:12]([C:17]3[CH:18]=[C:19]([CH:27]4[O:32][CH2:31][CH2:30][NH:29][CH2:28]4)[N:20]4[C:25]=3[C:24]([NH2:26])=[N:23][CH:22]=[N:21]4)[CH:13]=[CH:14]2)=[N:9]1)[C:2]1[CH:7]=[CH:6][CH:5]=[CH:4][CH:3]=1.Cl[CH2:34][C:35]([N:37]([CH3:39])[CH3:38])=[O:36].C(=O)([O-])[O-].[K+].[K+].[I-].[K+]>CN(C=O)C>[NH2:26][C:24]1[C:25]2=[C:17]([C:12]3[CH:13]=[CH:14][C:15]4[C:10]([CH:11]=3)=[N:9][N:8]([CH2:1][C:2]3[CH:7]=[CH:6][CH:5]=[CH:4][CH:3]=3)[CH:16]=4)[CH:18]=[C:19]([CH:27]3[O:32][CH2:31][CH2:30][N:29]([CH2:34][C:35]([N:37]([CH3:39])[CH3:38])=[O:36])[CH2:28]3)[N:20]2[N:21]=[CH:22][N:23]=1 |f:2.3.4,5.6|. Procedure: A solution of 5-(2-benzyl-2H-indazol-6-yl)-7-morpholin-2-ylpyrrolo[2,1-f][1,2,4]triazin-4-amine (247 mg, 0.521 mmol) in DMF (5 mL) was treated with 2-chloro-N,N-dimethylacetamide (115 mg, 0.94 mmol), potassium carbonate (658 mg, 4.8 mmol) and potassium iodide (19 mg, 0.12 mmol) and the mixture vigorously stirred at 60° C. for 18 h. Basic, aqueous workup and purification by column chromatography (CH2Cl2:MeOH:NH3) gave 312 mg (50%) of the desired compound. 1H NMR (300 MHz, DMSO-d6) δ 7.89 (s, 1 H)...